From a dataset of the Open Reaction Database (ORD), a public repository of structured organic reaction records. describe an organic reaction: reactants, conditions, products, and yield Starting materials: C(C)(C)(C)OC(=O)N1CCC(CC1)NC1=NC=C(C=C1)S(N(CC(C)C)C1=CC=C(C=C1)F)(=O)=O (4-{5-[(4-fluoro-phenyl)-isobutyl-sulfamoyl]-pyridin-2-ylamino}-piperidine-1-carboxylic acid tert-butyl ester), C(=O)(C(F)(F)F)O (TFA). Run in C(Cl)Cl (DCM). Conditions: time 30 minute. Yields the product FC1=CC=C(C=C1)N(S(=O)(=O)C=1C=NC(=CC1)NC1CCNCC1)CC(C)C (6-(piperidin-4-ylamino)-pyridine-3-sulfonic acid (4-fluoro-phenyl)-isobutyl-amide). Isolated yield 77.7%. RXN SMILES: C(OC([N:8]1[CH2:13][CH2:12][CH:11]([NH:14][C:15]2[CH:20]=[CH:19][C:18]([S:21](=[O:35])(=[O:34])[N:22]([C:27]3[CH:32]=[CH:31][C:30]([F:33])=[CH:29][CH:28]=3)[CH2:23][CH:24]([CH3:26])[CH3:25])=[CH:17][N:16]=2)[CH2:10][CH2:9]1)=O)(C)(C)C.C(O)(C(F)(F)F)=O>C(Cl)Cl>[F:33][C:30]1[CH:31]=[CH:32][C:27]([N:22]([CH2:23][CH:24]([CH3:26])[CH3:25])[S:21]([C:18]2[CH:17]=[N:16][C:15]([NH:14][CH:11]3[CH2:12][CH2:13][NH:8][CH2:9][CH2:10]3)=[CH:20][CH:19]=2)(=[O:35])=[O:34])=[CH:28][CH:29]=1. Reported procedure: To a solution of 4-{5-[(4-fluoro-phenyl)-isobutyl-sulfamoyl]-pyridin-2-ylamino}-piperidine-1-carboxylic acid tert-butyl ester (66 mg, 130 μmol) in DCM (8 mL) was added TFA (2 mL) and the reaction was stirred at room temperature for 30 minutes. The reaction was concentrated and purified by SCX column eluting with 2M NH3 in MeOH to give 6-(piperidin-4-ylamino)-pyridine-3-sulfonic acid (4-fluoro-phenyl)-isobutyl-amide (41 mg, 101 μmol). To a solution of 6-(piperidin-4-ylamino)-pyridine-3-sulfonic a... The reactants are C1(=CC=CC=C1)CCCC(=O)O (4-phenylbutanoic acid), Cl.C(C(C)C)OC([C@@H](N)C)=O (L-alanine iso-butyl ester hydrochloride). The product is C(C(C)C)OC([C@@H](NC(CCCC1=CC=CC=C1)=O)C)=O (N-(4-phenylbutanoyl)-L-alanine iso-butyl ester). Reaction SMILES: [C:1]1([CH2:7][CH2:8][CH2:9][C:10]([OH:12])=O)[CH:6]=[CH:5][CH:4]=[CH:3][CH:2]=1.Cl.[CH2:14]([O:18][C:19](=[O:23])[C@H:20]([CH3:22])[NH2:21])[CH:15]([CH3:17])[CH3:16]>>[CH2:14]([O:18][C:19](=[O:23])[C@H:20]([CH3:22])[NH:21][C:10](=[O:12])[CH2:9][CH2:8][CH2:7][C:1]1[CH:2]=[CH:3][CH:4]=[CH:5][CH:6]=1)[CH:15]([CH3:17])[CH3:16] |f:1.2|. Procedure: Following General Procedure BB and using 4-phenylbutanoic acid (Aldrich) and L-alanine iso-butyl ester hydrochloride (from Example BB above), the title compound was prepared as an oil. The reaction was monitored by tic on silica gel and purification was by extraction with Et2O followed by washes with aqueous K2CO3 and aqueous HCl. The reactants are CC(C)(C)OC(=O)N1CCSC(CBr)C1, O=C([O-])[O-], [Cl-], [Cs+], [Cs+], CCn1c(-c2nonc2N)nc2c(Cl)ncc(O)c21, [NH4+], CN(C)C=O. As a reaction SMILES: [Br:26][CH2:27][CH:28]1[S:29][CH2:30][CH2:31][N:32]([C:34](=[O:35])[O:36][C:37]([CH3:38])([CH3:39])[CH3:40])[CH2:33]1.[C:20](=[O:21])([O-:22])[O-:23].[Cl-:41].[Cs+:24].[Cs+:25].[NH2:1][c:2]1[c:3](-[c:7]2[n:8]([CH2:18][CH3:19])[c:9]3[c:10]([c:11]([Cl:16])[n:12][cH:13][c:14]3[OH:15])[n:17]2)[n:4][o:5][n:6]1.[NH4+:42].[O:43]=[CH:44][N:45]([CH3:46])[CH3:47]>>[NH2:1][c:2]1[c:3](-[c:7]2[n:8]([CH2:18][CH3:19])[c:9]3[c:10]([c:11]([Cl:16])[n:12][cH:13][c:14]3[O:15][CH2:27][CH:28]3[S:29][CH2:30][CH2:31][N:32]([C:34](=[O:35])[O:36][C:37]([CH3:38])([CH3:39])[CH3:40])[CH2:33]3)[n:17]2)[n:4][o:5][n:6]1. Yields the product CCn1c(-c2nonc2N)nc2c(Cl)ncc(OCC3CN(C(=O)OC(C)(C)C)CCS3)c21. Reactants: C(#CCCCCCCCCCC)C1=C(C=O)C=CC=C1 (2-(1-dodecyn-1-yl)benzaldehyde). The reagents and catalysts are [Pd] (palladium-on-charcoal). Product: C(CCCCCCCCCCC)C1=C(C=O)C=CC=C1 (2-dodecylbenzaldehyde). RXN SMILES: [C:1]([C:13]1[CH:20]=[CH:19][CH:18]=[CH:17][C:14]=1[CH:15]=[O:16])#[C:2][CH2:3][CH2:4][CH2:5][CH2:6][CH2:7][CH2:8][CH2:9][CH2:10][CH2:11][CH3:12]>[Pd]>[CH2:1]([C:13]1[CH:20]=[CH:19][CH:18]=[CH:17][C:14]=1[CH:15]=[O:16])[CH2:2][CH2:3][CH2:4][CH2:5][CH2:6][CH2:7][CH2:8][CH2:9][CH2:10][CH2:11][CH3:12]. Procedure details: Alternatively, 2-(1-dodecyn-1-yl)benzaldehyde is hydrogenated in the presence of 10% palladium-on-charcoal (see Example 7b) to give 2-dodecylbenzaldehyde. Starting materials: Cc1ccccc1, COc1cc(N)cc(OC)c1OC, O=C(Cl)Cl. Yields the product COc1cc(N=C=O)cc(OC)c1OC. As a reaction SMILES: [CH3:18][c:19]1[cH:20][cH:21][cH:22][cH:23][cH:24]1.[CH3:1][O:2][c:3]1[cH:4][c:5]([NH2:6])[cH:7][c:8]([O:12][CH3:13])[c:9]1[O:10][CH3:11].[Cl:14][C:15]([Cl:16])=[O:17]>>[CH3:1][O:2][c:3]1[cH:4][c:5]([N:6]=[C:15]=[O:17])[cH:7][c:8]([O:12][CH3:13])[c:9]1[O:10][CH3:11]. Starting materials: CN(C(=O)Cl)c1ccccc1, Cc1c(Cc2ccc(F)cc2)c(=O)oc2cc(O)ccc12. The product is Cc1c(Cc2ccc(F)cc2)c(=O)oc2cc(OC(=O)N(C)c3ccccc3)ccc12. As a reaction SMILES: [CH3:22][N:23]([C:24](=[O:25])[Cl:26])[c:27]1[cH:28][cH:29][cH:30][cH:31][cH:32]1.[F:1][c:2]1[cH:3][cH:4][c:5]([CH2:6][c:7]2[c:8](=[O:19])[o:9][c:10]3[cH:11][c:12]([OH:18])[cH:13][cH:14][c:15]3[c:16]2[CH3:17])[cH:20][cH:21]1>>[F:1][c:2]1[cH:3][cH:4][c:5]([CH2:6][c:7]2[c:8](=[O:19])[o:9][c:10]3[cH:11][c:12]([O:18][C:24]([N:23]([CH3:22])[c:27]4[cH:28][cH:29][cH:30][cH:31][cH:32]4)=[O:25])[cH:13][cH:14][c:15]3[c:16]2[CH3:17])[cH:20][cH:21]1. Reactants: O1C(CCCC1)OCCCCCC=O (6-(2-tetrahydropyranyloxy)hexanal), C1=CC=CC=C1 (benzene), C(C)OCC (Diethyl ether). Run at temperature 100 celsius, time 2 hour. Yields the product OCCCCCCC=1C(CCC1)=O (2-(6-hydroxyhexyl)-2-cyclopenten-1-one). Yield: 50.0%. Reaction SMILES: O1CCCCC1O[CH2:8][CH2:9][CH2:10][CH2:11][CH2:12][CH:13]=[O:14].C([O:17][CH2:18][CH3:19])C.[CH:20]1[CH:25]=CC=C[CH:21]=1>>[OH:17][CH2:18][CH2:19][CH2:21][CH2:20][CH2:25][CH2:8][C:9]1[C:13](=[O:14])[CH2:12][CH2:11][CH:10]=1. Procedure: A mixture of 6-(2-tetrahydropyranyloxy)hexanal (23.2 g., 0.116 mole) and 1-morphdinocyclopentene (25.5 g., 0.16 mole) in benzene (30 ml.) was heated under reflux for 12 hours under nitrogen, and the water liberated was continuously removed with a Dean and Stark head. Benzene (12 ml.) and then, dropwise, 18% hydrochloric acid (28 ml.) were added and the mixture was stirred for 2 hours. The organic layer was separated and evaporated. Concentrated hydrochloric acid (84 ml.) and butanol (350 ml.) we... Reactants: CC(=O)Nc1nc(Br)sc1C, CO, [Na]. Yields the product COc1nc(NC(C)=O)c(C)s1. Reaction SMILES: [C:1]([CH3:2])(=[O:3])[NH:4][c:5]1[n:6][c:7]([Br:11])[s:8][c:9]1[CH3:10].[CH3:13][OH:14].[Na:12]>>[C:1]([CH3:2])(=[O:3])[NH:4][c:5]1[n:6][c:7]([O:14][CH3:13])[s:8][c:9]1[CH3:10]. The product is COC1=CC=C(C=C1)C1(CC1)C(=O)NC1=NC(=C(C=C1)C)C=1C(NC=CC1)=O (1-(4-methoxyphenyl)-N-(5-methyl-6-(2-oxo-1,2-dihydropyridin-3-yl)pyridin-2-yl)cyclo-propanecarboxamide). The solvent is O1CCOCC1 (1,4-dioxane). Run at temperature 90 celsius, time 1 hour. Starting materials: COC1=NC=CC=C1C1=NC(=CC=C1C)NC(=O)C1(CC1)C1=CC=C(C=C1)OC (N-(2′-Methoxy-3-methyl-2,3′-bipyridin-6-yl)-1-(4-methoxyphenyl)cyclopropane carboxamide), Cl (HCl). Procedure details: N-(2′-Methoxy-3-methyl-2,3′-bipyridin-6-yl)-1-(4-methoxyphenyl)cyclopropane carboxamide (TFA salt) (˜39 mg, ˜0.10 mmol) was dissolved in 1,4-dioxane (0.6 mL) in a reaction tube. An aqueous 4M HCl (0.27 mL, 1.1 mmol) was added and the reaction mixture was stirred at 90° C. for 1 hour. The resulting material was cooled to room temperature, filtered, and purified by reverse phase preparative HPLC to yield 1-(4-methoxyphenyl)-N-(5-methyl-6-(2-oxo-1,2-dihydropyridin-3-yl)pyridin-2-yl)cyclo-propanecar... RXN SMILES: C[O:2][C:3]1[C:8]([C:9]2[C:14]([CH3:15])=[CH:13][CH:12]=[C:11]([NH:16][C:17]([C:19]3([C:22]4[CH:27]=[CH:26][C:25]([O:28][CH3:29])=[CH:24][CH:23]=4)[CH2:21][CH2:20]3)=[O:18])[N:10]=2)=[CH:7][CH:6]=[CH:5][N:4]=1.Cl>O1CCOCC1>[CH3:29][O:28][C:25]1[CH:26]=[CH:27][C:22]([C:19]2([C:17]([NH:16][C:11]3[CH:12]=[CH:13][C:14]([CH3:15])=[C:9]([C:8]4[C:3](=[O:2])[NH:4][CH:5]=[CH:6][CH:7]=4)[N:10]=3)=[O:18])[CH2:20][CH2:21]2)=[CH:23][CH:24]=1. Reactants: N1=CC=CC=C1 (pyridine), OCCC=1C(=NC(=NC1)O)O (5-(2-hydroxyethyl)pyrimidine-2,4-diol), C(C)(=O)OC(C)=O (acetic anhydride). The solvent is O (water). Product: CC(=O)[O-] (monoacetate), C(C)(=O)OCCC=1C(=NC(=NC1)O)O (2-(2,4-dihydroxypyrimidin-5-yl)ethyl acetate). Yield: 74.0%. Reaction SMILES: [OH:1][CH2:2][CH2:3][C:4]1[C:5]([OH:11])=[N:6][C:7]([OH:10])=[N:8][CH:9]=1.[C:12]([O:15]C(=O)C)(=[O:14])[CH3:13].N1C=CC=CC=1>O>[CH3:13][C:12]([O-:15])=[O:14].[C:12]([O:1][CH2:2][CH2:3][C:4]1[C:5]([OH:11])=[N:6][C:7]([OH:10])=[N:8][CH:9]=1)(=[O:14])[CH3:13]. Procedure details: Mixture of 5-(2-hydroxyethyl)pyrimidine-2,4-diol (1.0 g, 6.4 mmole), 5 ml. of acetic anhydride, and ca. 30 ml. of dry pyridine was stirred for 1 hr. under anhydrous condition. The clear solution was treated with water and evaporated under vacuum to leave a white residue that was recrystallized from water to yield the monoacetate as white powder 2-(2,4-dihydroxypyrimidin-5-yl)ethyl acetate (0.95 g. 74%). LC-MS (m/z)=199 [M+H]+.